Dataset: the Open Reaction Database (ORD), a public repository of structured organic reaction records. Task: describe an organic reaction: reactants, conditions, products, and yield RXN SMILES: [NH2:1][C:2]1[C:10]2[C:5](=[N:6][C:7]([C:18]3[CH:23]=[CH:22][C:21]([Cl:24])=[CH:20][C:19]=3[Cl:25])=[C:8]([C:11]3[CH:16]=[CH:15][C:14]([Cl:17])=[CH:13][CH:12]=3)[CH:9]=2)[O:4][C:3]=1[C:26]([O:28][CH2:29][CH3:30])=[O:27].C(OCC)(=O)CO.C(=O)([O-])[O-].[Cs+].[Cs+]>C1(C)C=CC=CC=1>[Cl:17][C:14]1[CH:13]=[CH:12][C:11]([C:8]2[CH:9]=[C:10]([C:2]#[N:1])[C:5]([O:4][CH2:3][C:26]([O:28][CH2:29][CH3:30])=[O:27])=[N:6][C:7]=2[C:18]2[CH:23]=[CH:22][C:21]([Cl:24])=[CH:20][C:19]=2[Cl:25])=[CH:16][CH:15]=1 |f:2.3.4|. The reactants are NC1=C(OC2=NC(=C(C=C21)C2=CC=C(C=C2)Cl)C2=C(C=C(C=C2)Cl)Cl)C(=O)OCC (Ethyl 3-amino-5-(4-chlorophenyl)-6-(2,4-dichlorophenyl)furo[2,3-b]pyridine-2-carboxylate), C(CO)(=O)OCC (ethyl glycolate), C([O-])([O-])=O.[Cs+].[Cs+] (cesium carbonate). Product: ClC1=CC=C(C=C1)C=1C=C(C(=NC1C1=C(C=C(C=C1)Cl)Cl)OCC(=O)OCC)C#N (Ethyl {[5-(4-chlorophenyl)-3-cyano-6-(2,4-dichlorophenyl)pyridin-2-yl]oxy}acetate). The solvent is C1(=CC=CC=C1)C (toluene). Reported procedure: A solution of 1.55 g (3.93 mmol) of the product from Step A in toluene (20 mL) was treated with ethyl glycolate (0.41 mL; 4.33 mmol) and cesium carbonate (2.54 g; 7.8 mmol). The reaction mixture was heated in a sealed pressure tube at 80° C. and stirred for 6 h. The reaction mixture was cooled to room temperature and partitioned between ethyl acetate and saturated NaHCO3 solution. The organic layer was washed twice with saturated NaHCO3 solution, brine, dried (Na2SO4), filtered, and concentrated... Conditions: temperature 80 celsius, time 6 hour.